From a dataset of the Open Reaction Database (ORD), a public repository of structured organic reaction records. describe an organic reaction: reactants, conditions, products, and yield The reactants are FC1=C(COC=2C(=NC=CC2)NC(=S)NC2=CC=CC=C2)C(=CC=C1)Cl (N-[3-(2-fluoro-6-chlorobenzyloxy)pyrid-2-yl]-N'-phenylthiourea), mercuric oxide, N (ammonia). Run at time 72 hour. Yields the product FC1=C(COC=2C(=NC=CC2)NC(=N)NC2=CC=CC=C2)C(=CC=C1)Cl (N-[3-(2-Fluoro-6-chlorobenzyloxy)pyrid-2-yl]-N'-phenylguanidine). As a reaction SMILES: [F:1][C:2]1[CH:25]=[CH:24][CH:23]=[C:22]([Cl:26])[C:3]=1[CH2:4][O:5][C:6]1[C:7]([NH:12][C:13]([NH:15][C:16]2[CH:21]=[CH:20][CH:19]=[CH:18][CH:17]=2)=S)=[N:8][CH:9]=[CH:10][CH:11]=1.[NH3:27]>>[F:1][C:2]1[CH:25]=[CH:24][CH:23]=[C:22]([Cl:26])[C:3]=1[CH2:4][O:5][C:6]1[C:7]([NH:12][C:13]([NH:15][C:16]2[CH:21]=[CH:20][CH:19]=[CH:18][CH:17]=2)=[NH:27])=[N:8][CH:9]=[CH:10][CH:11]=1. Procedure details: A mixture of N-[3-(2-fluoro-6-chlorobenzyloxy)pyrid-2-yl]-N'-phenylthiourea (2 g, 0.0052 mol), yellow mercuric oxide (1.34g, 0.0062 mol) and methanolic ammonia solution (40 ml) was stirred for 72 hours. The solvent was removed in vacuo and the black residue was treated with chloroform and filtered through celite. Evaporation of the solvent and recrystallisation from acetonitrile gave the desired product. Yield 1.07 g (56%), m.p. 147°-149 ° C. Reactants: ClCCl, COS(=O)(=O)OC, [Na+], [OH-], O, CC(=O)C(=NO)C(=O)OC(C)(C)C. The product is CON=C(C(C)=O)C(=O)OC(C)(C)C. As a reaction SMILES: [CH2:24]([Cl:25])[Cl:26].[CH3:17][O:18][S:19]([O:20][CH3:21])(=[O:22])=[O:23].[Na+:16].[OH-:15].[OH2:14].[OH:1][N:2]=[C:3]([C:4](=[O:5])[O:6][C:7]([CH3:8])([CH3:9])[CH3:10])[C:11]([CH3:12])=[O:13]>>[O:1]([N:2]=[C:3]([C:4](=[O:5])[O:6][C:7]([CH3:8])([CH3:9])[CH3:10])[C:11]([CH3:12])=[O:13])[CH3:17].